Dataset: the Open Reaction Database (ORD), a public repository of structured organic reaction records. Task: describe an organic reaction: reactants, conditions, products, and yield Reactants: CN1C=NC=C1[Sn](CCCC)(CCCC)CCCC (1-methyl-5-(tributylstannyl)-1H-imidazole), C(C)(=O)N1[C@H](C[C@H](C2=CC(=CC=C12)Br)NC(OC(C)C)=O)C (1-methylethyl [(2S,4R)-1-acetyl-6-bromo-2-methyl-1,2,3,4-tetrahydro-4-quinolinyl]carbamate). Reagents/catalysts: C=1C=CC(=CC1)[P](C=2C=CC=CC2)(C=3C=CC=CC3)[Pd]([P](C=4C=CC=CC4)(C=5C=CC=CC5)C=6C=CC=CC6)([P](C=7C=CC=CC7)(C=8C=CC=CC8)C=9C=CC=CC9)[P](C=1C=CC=CC1)(C=1C=CC=CC1)C=1C=CC=CC1 (tetrakis(triphenylphosphine)palladium(0)). The solvent is CCOC(=O)C.CCCCCC (AcOEt hexane). Conditions: temperature 140 celsius, time 16 hour. Product: CC(C)OC(N[C@@H]1C[C@@H](N(C2=CC=C(C=C12)C1=CN=CN1C)C(C)=O)C)=O (1-methylethyl[(2S,4R)-1-acetyl-2-methyl-6-(1-methyl-1H-imidazol-5-yl)-1,2,3,4-tetrahydro-4-quinolinyl]carbamate). Yield: 13.0%. As a reaction SMILES: [CH3:1][N:2]1[C:6]([Sn](CCCC)(CCCC)CCCC)=[CH:5][N:4]=[CH:3]1.[C:20]([N:23]1[C:32]2[C:27](=[CH:28][C:29](Br)=[CH:30][CH:31]=2)[C@H:26]([NH:34][C:35](=[O:40])[O:36][CH:37]([CH3:39])[CH3:38])[CH2:25][C@@H:24]1[CH3:41])(=[O:22])[CH3:21]>C1C=CC([P]([Pd]([P](C2C=CC=CC=2)(C2C=CC=CC=2)C2C=CC=CC=2)([P](C2C=CC=CC=2)(C2C=CC=CC=2)C2C=CC=CC=2)[P](C2C=CC=CC=2)(C2C=CC=CC=2)C2C=CC=CC=2)(C2C=CC=CC=2)C2C=CC=CC=2)=CC=1.CCOC(C)=O.CCCCCC>[CH3:39][CH:37]([O:36][C:35](=[O:40])[NH:34][C@H:26]1[C:27]2[C:32](=[CH:31][CH:30]=[C:29]([C:6]3[N:2]([CH3:1])[CH:3]=[N:4][CH:5]=3)[CH:28]=2)[N:23]([C:20](=[O:22])[CH3:21])[C@@H:24]([CH3:41])[CH2:25]1)[CH3:38] |f:3.4,^1:45,47,66,85|. Reported procedure: A mixture of 1-methyl-5-(tributylstannyl)-1H-imidazole (200 mg, 0.54 mmol), 1-methylethyl [(2S,4R)-1-acetyl-6-bromo-2-methyl-1,2,3,4-tetrahydro-4-quinolinyl]carbamate (for a preparation, see Example 4) (199 mg, 0.54 mmol) and tetrakis(triphenylphosphine)palladium(0) (31 mg, 0.027 mmol) in dry, degassed DMF (5 mL) was stirred at 140° C. under nitrogen for 16 h then was cooled to room temperature and diluted with AcOEt (20 mL). The solution was washed with water (×2) then brine. The organic phase ... The reactants are C(#N)[BH3-].[Na+] (sodium cyanoborohydride), [OH-].[K+] (KOH), Cl.C(C)N (ethylamine hydrochloride), C(=O)(OCC)N1CC(C(C(C1)C)=O)C (1-carbethoxy-3,5-dimethyl-4-piperidinone). Run in CO (methanol), CO (methanol). Reaction conditions: time 6 hour. Yields the product C(C)NC1C(CN(CC1C)C(=O)OCC)C (4-ethylamino-1-carbethoxy-3,5-dimethylpiperidine). RXN SMILES: [OH-].[K+].Cl.[CH2:4]([NH2:6])[CH3:5].[C:7]([N:12]1[CH2:17][CH:16]([CH3:18])[C:15](=O)[CH:14]([CH3:20])[CH2:13]1)([O:9][CH2:10][CH3:11])=[O:8].C([BH3-])#N.[Na+]>CO>[CH2:4]([NH:6][CH:15]1[CH:16]([CH3:18])[CH2:17][N:12]([C:7]([O:9][CH2:10][CH3:11])=[O:8])[CH2:13][CH:14]1[CH3:20])[CH3:5] |f:0.1,2.3,5.6|. Procedure: Powdered KOH (2.8 g, 50 mmol) was added in portions to the stirred solution of ethylamine hydrochloride (4.0 g, 50 mmol) in methanol (50 ml) and 1-carbethoxy-3,5-dimethyl-4-piperidinone (5.0 g, 25.12 mmol) obtained by a procedure as described in Example 25 (Step-1), was added to it. The resulting reaction mixture was stirred for 6 hr. A solution of sodium cyanoborohydride (1.6 g, 25.12 mmol) in methanol (10 ml) was added dropwise to it and stirring was continued for 16 hr. The reaction mixture w... Reactants: N=1N=CN(C1)C1=CC=C(C(=O)OCC)C=C1 (ethyl 4-(1,2,4-triazol-4-yl)benzoate), C1CCOC1 (THF), [OH-].[Na+] (sodium hydroxide). Solvent: C(C)O (ethanol). Run at time 2 hour. Yields the product N=1N=CN(C1)C1=CC=C(C(=O)OCC)C=C1 (Ethyl 4-(1,2,4-triazol-4-yl)benzoate), N1C=NC(=C1)C1=CC=C(C(=O)O)C=C1 (4-(1H-imidazol-4-yl)benzoic acid). RXN SMILES: [N:1]1[N:2]=[CH:3][N:4]([C:6]2[CH:16]=[CH:15][C:9]([C:10]([O:12][CH2:13][CH3:14])=[O:11])=[CH:8][CH:7]=2)[CH:5]=1.[CH2:17]1[CH2:21][O:20][CH2:19][CH2:18]1.[OH-:22].[Na+]>C(O)C>[N:1]1[N:2]=[CH:3][N:4]([C:6]2[CH:7]=[CH:8][C:9]([C:10]([O:12][CH2:13][CH3:14])=[O:11])=[CH:15][CH:16]=2)[CH:5]=1.[NH:4]1[CH:6]=[C:7]([C:8]2[CH:9]=[CH:15][C:18]([C:19]([OH:22])=[O:20])=[CH:17][CH:21]=2)[N:1]=[CH:5]1 |f:2.3|. Procedure: To a solution of the obtained ethyl 4-(1,2,4-triazol-4-yl)benzoate (365 mg) in ethanol (4 ml)-THF (4 ml) was added 1 N sodium hydroxide solution (4 ml), and the solution was stirred at room temperature for 2 hours. The reaction solution was concentrated and the residue was dissolved in water, to which was added 1 N hydrochloric acid (4 ml). The precipitate was filtered, washed with water and dried to give the title compound, 4-(1H-imidazol-4-yl)benzoic acid (275 mg). Solvent: C(C)(=O)OCC (ethyl acetate). The yield is 92.3%. Procedure: Tert-butyl[6-(2-amino-1,1-dimethyl-2-oxoethoxy)-2-isobutyl-1-oxo-4-phenyl-1,2-dihydro-3-isoquinolinyl]methylcarbamate (0.15 g, 0.3 mmol) was dissolved in a solution of 4N hydrogen chloride in ethyl acetate (5 ml). The solution was stirred at room temperature for 1 h. The reaction was concentrated under reduced pressure, and the residue was crystallized from ethyl acetate to give 2-{[3-(aminomethyl)-2-isobutyl-1-oxo-4-phenyl-1,2-dihydro-6-isoquinolinyl]oxy}-2-methylpropanamide hydrochloride (0.12... RXN SMILES: C(OC(=O)[NH:7][CH2:8][C:9]1[N:10]([CH2:33][CH:34]([CH3:36])[CH3:35])[C:11](=[O:32])[C:12]2[C:17]([C:18]=1[C:19]1[CH:24]=[CH:23][CH:22]=[CH:21][CH:20]=1)=[CH:16][C:15]([O:25][C:26]([CH3:31])([CH3:30])[C:27]([NH2:29])=[O:28])=[CH:14][CH:13]=2)(C)(C)C.[ClH:38]>C(OCC)(=O)C>[ClH:38].[NH2:7][CH2:8][C:9]1[N:10]([CH2:33][CH:34]([CH3:36])[CH3:35])[C:11](=[O:32])[C:12]2[C:17]([C:18]=1[C:19]1[CH:24]=[CH:23][CH:22]=[CH:21][CH:20]=1)=[CH:16][C:15]([O:25][C:26]([CH3:31])([CH3:30])[C:27]([NH2:29])=[O:28])=[CH:14][CH:13]=2 |f:3.4|. Yields the product Cl.NCC=1N(C(C2=CC=C(C=C2C1C1=CC=CC=C1)OC(C(=O)N)(C)C)=O)CC(C)C (2-{[3-(aminomethyl)-2-isobutyl-1-oxo-4-phenyl-1,2-dihydro-6-isoquinolinyl]oxy}-2-methylpropanamide hydrochloride). Reactants: C(C)(C)(C)OC(NCC=1N(C(C2=CC=C(C=C2C1C1=CC=CC=C1)OC(C(=O)N)(C)C)=O)CC(C)C)=O (Tert-butyl[6-(2-amino-1,1-dimethyl-2-oxoethoxy)-2-isobutyl-1-oxo-4-phenyl-1,2-dihydro-3-isoquinolinyl]methylcarbamate), Cl (hydrogen chloride). Run at time 1 hour. Reactants: BrBr (bromine), C(C)(=O)OC1=C(CCC1)CCCCC(CC(=O)OCC)(C)C (1-acetoxy-2-(6-carbethoxy-5,5-dimethylhexyl)cyclopent-1-ene), C([O-])([O-])=O.[Ca+2] (calcium carbonate), subject product, C(=O)([O-])[O-].[Ca+2] (CaCO3). The solvent is C(Cl)(Cl)(Cl)Cl (carbon tetrachloride), C(Cl)(Cl)Cl (chloroform), O (water), C(Cl)(Cl)Cl (chloroform). Product: C(=O)(O)CC(CCCCC=1C(CCC1)=O)(C)C (2-(6-Carboxy-5,5-dimethylhexyl)cyclopent-2-en-1-one). RXN SMILES: C([O:4][C:5]1[CH2:9][CH2:8][CH2:7][C:6]=1[CH2:10][CH2:11][CH2:12][CH2:13][C:14]([CH3:22])([CH3:21])[CH2:15][C:16]([O:18]CC)=[O:17])(=O)C.C(=O)([O-])[O-].[Ca+2].BrBr>C(Cl)(Cl)(Cl)Cl.C(Cl)(Cl)Cl.O>[C:16]([CH2:15][C:14]([CH3:22])([CH3:21])[CH2:13][CH2:12][CH2:11][CH2:10][C:6]1[C:5](=[O:4])[CH2:9][CH2:8][CH:7]=1)([OH:18])=[O:17] |f:1.2|. Reported procedure: To a rapidly stirred mixture of 1-acetoxy-2-(6-carbethoxy-5,5-dimethylhexyl)cyclopent-1-ene (35 g., 0.113 mole) chloroform (95 ml.), water (125 ml.) and calcium carbonate (11.8 g.) cooled in an ice-bath is added dropwise over a period of thirty minutes a solution of bromine (18.8 g.) in carbon tetrachloride (31 ml.). After stirring in the cold for an additional 45 minutes the orange colored chloroform layer is separated and washed with dilute sodium bisulfite and saturated saline solution, dried... Starting materials: Cc1ccc(S(=O)(=O)OCCNC(=O)OC(C)(C)C)cc1, [H-], [Na+], CN(C)C=O, c1c[nH]cn1. Yields the product CC(C)(C)OC(=O)NCCn1ccnc1. As a reaction SMILES: [C:8]([CH3:9])([CH3:10])([CH3:11])[O:12][C:13](=[O:14])[NH:15][CH2:16][CH2:17][O:18][S:19]([c:20]1[cH:21][cH:22][c:23]([CH3:24])[cH:25][cH:26]1)(=[O:27])=[O:28].[H-:7].[Na+:6].[O:29]=[CH:30][N:31]([CH3:32])[CH3:33].[nH:1]1[cH:2][n:3][cH:4][cH:5]1>>[n:1]1([CH2:17][CH2:16][NH:15][C:13]([O:12][C:8]([CH3:9])([CH3:10])[CH3:11])=[O:14])[cH:2][n:3][cH:4][cH:5]1. Reactants: FC(C(O)C1=C(C=CC(=C1)OC)N1N=CC(=C1)C)(F)F (2,2,2-Trifluoro-1-[5-methoxy-2-(4-methyl-pyrazol-1-yl)-phenyl]-ethanol), C(=O)([O-])[O-].[Cs+].[Cs+] (Cs2CO3), NC1=NC(=CC(=N1)C1=CC=C(C=C1)C[C@@H](C(=O)O)NC(=O)OC(C)(C)C)Cl ((S)-3-[4-(2-amino-6-chloro-pyrimidine-4-yl)-phenyl]-2-tert-butoxycarbonylamino-propionic acid), O1CCOCC1 (1,4-dioxane). The solvent is C(=O)(C(F)(F)F)O (TFA), C(Cl)Cl (DCM). Conditions: temperature 180 celsius, time 30 minute. Yields the product N[C@H](C(=O)O)CC1=CC=C(C=C1)C1=NC(=NC(=C1)OC(C(F)(F)F)C1=C(C=CC(=C1)OC)N1N=CC(=C1)C)N ((S)-2-Amino-3-[4-(2-amino-6-{2,2,2-trifluoro-1-[5-methoxy-2-(4-methyl-pyrazol-1-yl)-phenyl]-ethoxy}-pyrimidin-4-yl)-phenyl]-propionic acid). Reaction SMILES: [F:1][C:2]([F:20])([F:19])[CH:3]([C:5]1[CH:10]=[C:9]([O:11][CH3:12])[CH:8]=[CH:7][C:6]=1[N:13]1[CH:17]=[C:16]([CH3:18])[CH:15]=[N:14]1)[OH:4].[NH2:21][C:22]1[N:27]=[C:26]([C:28]2[CH:33]=[CH:32][C:31]([CH2:34][C@H:35]([NH:39]C(OC(C)(C)C)=O)[C:36]([OH:38])=[O:37])=[CH:30][CH:29]=2)[CH:25]=[C:24](Cl)[N:23]=1.O1CCOCC1.C([O-])([O-])=O.[Cs+].[Cs+]>C(O)(C(F)(F)F)=O.C(Cl)Cl>[NH2:39][C@@H:35]([CH2:34][C:31]1[CH:32]=[CH:33][C:28]([C:26]2[CH:25]=[C:24]([O:4][CH:3]([C:5]3[CH:10]=[C:9]([O:11][CH3:12])[CH:8]=[CH:7][C:6]=3[N:13]3[CH:17]=[C:16]([CH3:18])[CH:15]=[N:14]3)[C:2]([F:19])([F:1])[F:20])[N:23]=[C:22]([NH2:21])[N:27]=2)=[CH:29][CH:30]=1)[C:36]([OH:38])=[O:37] |f:3.4.5|. Procedure: 2,2,2-Trifluoro-1-[5-methoxy-2-(4-methyl-pyrazol-1-yl)-phenyl]-ethanol (0.090 g, 0.31 mmol), (S)-3-[4-(2-amino-6-chloro-pyrimidine-4-yl)-phenyl]-2-tert-butoxycarbonylamino-propionic acid (0.122 g, 0.31 mmol), 1,4-dioxane (2 ml), Cs2CO3 (0.503 g, 1.55 mmol) were combined in a microwave vial and heated to 180° C. for 45 min. The mixture was filtered and concentrated. To the residue, 5% methanol in DCM (50 ml) was added. The mixture was filtered. The filtrate was concentrated to give crude product ...